From a dataset of the Open Reaction Database (ORD), a public repository of structured organic reaction records. describe an organic reaction: reactants, conditions, products, and yield Starting materials: C1NCC2CN(CCC21)C(=O)OC(C)(C)C (tert-butyl hexahydro-1H-pyrrolo[3,4-c]pyridine-5(6H)-carboxylate), BrCCCCl (1-bromo-3-chloropropane), C(=O)([O-])[O-].[K+].[K+] (K2CO3). The solvent is CC(=O)C (acetone). Product: ClCCCN1CC2CN(CCC2C1)C(=O)OC(C)(C)C (tert-butyl 2-(3-chloropropyl)hexahydro-1H-pyrrolo[3,4-c]pyridine-5(6H)-carboxylate). The yield is 35.0%. As a reaction SMILES: [CH2:1]1[CH:9]2[CH:4]([CH2:5][N:6]([C:10]([O:12][C:13]([CH3:16])([CH3:15])[CH3:14])=[O:11])[CH2:7][CH2:8]2)[CH2:3][NH:2]1.Br[CH2:18][CH2:19][CH2:20][Cl:21].C([O-])([O-])=O.[K+].[K+]>CC(C)=O>[Cl:21][CH2:20][CH2:19][CH2:18][N:2]1[CH2:1][CH:9]2[CH:4]([CH2:5][N:6]([C:10]([O:12][C:13]([CH3:16])([CH3:15])[CH3:14])=[O:11])[CH2:7][CH2:8]2)[CH2:3]1 |f:2.3.4|. Procedure details: A mixture of tert-butyl hexahydro-1H-pyrrolo[3,4-c]pyridine-5(6H)-carboxylate (1.70 g), 1-bromo-3-chloropropane (1.70 mL) and K2CO3 (3.30 g) in acetone was heated to reflux for 10 h, then cooled to rt and filtered. The filtrate was concentrated in vacuo and the residue was chromatographed with a silica gel column (eluting agent: 20:1 (v/v) DCM/MeOH) to give the title compound as yellow oil (0.79 g, 35.00%), HPLC: 80.00%. The compound was characterized by the following spectroscopic data: MS (ESI... The reactants are C(CCCCCCCCCCCCCCC)NC1=CC=C(C=O)C=C1 (p-Hexadecylaminobenzaldehyde), O (water), Cl.NO (hydroxylamine hydrochloride). Run in C(C)O.C(C)(=O)O (ethanol acetic acid). Yields the product C(CCCCCCCCCCCCCCC)NC1=CC=C(C=NO)C=C1 (p-Hexadecylaminobenzaldehyde Oxime). As a reaction SMILES: [CH2:1]([NH:17][C:18]1[CH:25]=[CH:24][C:21]([CH:22]=O)=[CH:20][CH:19]=1)[CH2:2][CH2:3][CH2:4][CH2:5][CH2:6][CH2:7][CH2:8][CH2:9][CH2:10][CH2:11][CH2:12][CH2:13][CH2:14][CH2:15][CH3:16].[OH2:26].Cl.[NH2:28]O>C(O)C.C(O)(=O)C>[CH2:1]([NH:17][C:18]1[CH:25]=[CH:24][C:21]([CH:22]=[N:28][OH:26])=[CH:20][CH:19]=1)[CH2:2][CH2:3][CH2:4][CH2:5][CH2:6][CH2:7][CH2:8][CH2:9][CH2:10][CH2:11][CH2:12][CH2:13][CH2:14][CH2:15][CH3:16] |f:2.3,4.5|. Procedure details: p-Hexadecylaminobenzaldehyde in ethanol-acetic acid is treated with a concentrated water solution of hydroxylamine hydrochloride. The solid is collected after a brief period, washed with alcohol, and dried to provide the product of the Example. The reactants are O=C([O-])[O-], CC(C)(C)OC(=O)CBr, CC(CO)NCc1ccccc1, CN(C)C=O, Cl, [K+], [K+]. Yields the product CC(CO)N(CC(=O)OC(C)(C)C)Cc1ccccc1. Reaction SMILES: [C:13](=[O:14])([O-:15])[O-:16].[C:19]([CH3:20])([CH3:21])([CH3:22])[O:23][C:24]([CH2:25][Br:26])=[O:27].[CH2:1]([c:2]1[cH:3][cH:4][cH:5][cH:6][cH:7]1)[NH:8][CH:9]([CH2:10][OH:11])[CH3:12].[CH3:29][N:30]([CH3:31])[CH:32]=[O:33].[ClH:28].[K+:17].[K+:18]>>[CH2:1]([c:2]1[cH:3][cH:4][cH:5][cH:6][cH:7]1)[N:8]([CH:9]([CH2:10][OH:11])[CH3:12])[CH2:25][C:24]([O:23][C:19]([CH3:20])([CH3:21])[CH3:22])=[O:27]. Reactants: C=CCC1(O)OC(COCc2ccccc2)C(OCc2ccccc2)C(OCc2ccccc2)C1OC, CCO, CC(C)=O, C1CN2CCN1CC2, O, O, c1ccccc1. Product: COC1C(O)OC(COCc2ccccc2)C(OCc2ccccc2)C1OCc1ccccc1. RXN SMILES: [CH2:1]([CH:2]=[CH2:3])[C:4]1([OH:5])[CH:6]([O:7][CH3:8])[CH:9]([O:10][CH2:11][c:12]2[cH:13][cH:14][cH:15][cH:16][cH:17]2)[CH:18]([O:19][CH2:20][c:21]2[cH:22][cH:23][cH:24][cH:25][cH:26]2)[CH:27]([CH2:29][O:30][CH2:31][c:32]2[cH:33][cH:34][cH:35][cH:36][cH:37]2)[O:28]1.[CH2:53]([OH:54])[CH3:55].[CH3:57][C:58]([CH3:59])=[O:60].[N:38]12[CH2:39][CH2:40][N:41]([CH2:42][CH2:43]1)[CH2:44][CH2:45]2.[OH2:46].[OH2:56].[cH:47]1[cH:48][cH:49][cH:50][cH:51][cH:52]1>>[CH:4]1([OH:5])[CH:6]([O:7][CH3:8])[CH:9]([O:10][CH2:11][c:12]2[cH:13][cH:14][cH:15][cH:16][cH:17]2)[CH:18]([O:19][CH2:20][c:21]2[cH:22][cH:23][cH:24][cH:25][cH:26]2)[CH:27]([CH2:29][O:30][CH2:31][c:32]2[cH:33][cH:34][cH:35][cH:36][cH:37]2)[O:28]1. Starting materials: C(C)(C)(C)OC(NCCCN)=O ((3-aminopropyl)-carbamic acid tert-butyl ester), CC=1C(=NC=CC1)C=O (3-methylpyridine-2-carboxaldehyde), [BH-](OC(=O)C)(OC(=O)C)OC(=O)C.[Na+] (NaBH(OAc)3). Yields the product C(C)(C)(C)OC(NCCCN(CC1=NC=CC=C1C)CC1=NC=CC=C1C)=O ({3-[Bis-(3-methyl-pyridin-2-ylmethyl)-amino]-propyl}-carbamic acid tert-butyl ester). The yield is 55.0%. RXN SMILES: [C:1]([O:5][C:6](=[O:12])[NH:7][CH2:8][CH2:9][CH2:10][NH2:11])([CH3:4])([CH3:3])[CH3:2].[CH3:13][C:14]1[C:15]([CH:20]=O)=[N:16][CH:17]=[CH:18][CH:19]=1.[BH-](O[C:32]([CH3:34])=O)(OC(C)=O)OC(C)=O.[Na+]>>[C:1]([O:5][C:6](=[O:12])[NH:7][CH2:8][CH2:9][CH2:10][N:11]([CH2:18][C:17]1[C:32]([CH3:34])=[CH:13][CH:14]=[CH:15][N:16]=1)[CH2:20][C:15]1[C:14]([CH3:13])=[CH:19][CH:18]=[CH:17][N:16]=1)([CH3:4])([CH3:2])[CH3:3] |f:2.3|. Procedure: Using General Procedure B: Reaction of (3-aminopropyl)-carbamic acid tert-butyl ester (Houssin, R. et al. Synthesis 1988, 3, 259-261), 3-methylpyridine-2-carboxaldehyde and NaBH(OAc)3 gave {3-[Bis-(3-methyl-pyridin-2-ylmethyl)-amino]-propyl}-carbamic acid tert-butyl ester as a light brown solid (0.17 g, 55%). 1H NMR (CDCl3) δ 1.43 (s, 9H), 1.70 (m, 2H), 2.16 (s, 6H), 2.64 (t, 2H, J=7.5 Hz), 3.02 (m, 2H), 3.74 (s, 4H), 6.02 (br, 1H(NH)), 7.07 (m, 2H), 7.38 (d, 2H, J=6.0 Hz), 8.40 (d, 2H, J=2.8 Hz... Starting materials: CCOC(=O)COc1cc(C(C)C)ccc1CCNS(=O)(=O)c1cc(C#N)ccc1OC, CN(C)C=O, [Cl-], [Li+]. Yields the product CCOC(=O)COc1cc(C(C)C)ccc1CCNS(=O)(=O)c1cc(C#N)ccc1O. Reaction SMILES: [C:1](#[N:2])[c:3]1[cH:4][cH:5][c:6]([O:31][CH3:32])[c:7]([S:9](=[O:10])(=[O:11])[NH:12][CH2:13][CH2:14][c:15]2[c:16]([O:17][CH2:18][C:19](=[O:20])[O:21][CH2:22][CH3:23])[cH:24][c:25]([CH:28]([CH3:29])[CH3:30])[cH:26][cH:27]2)[cH:8]1.[CH3:35][N:36]([CH3:37])[CH:38]=[O:39].[Cl-:34].[Li+:33]>>[C:1](#[N:2])[c:3]1[cH:4][cH:5][c:6]([OH:31])[c:7]([S:9](=[O:10])(=[O:11])[NH:12][CH2:13][CH2:14][c:15]2[c:16]([O:17][CH2:18][C:19](=[O:20])[O:21][CH2:22][CH3:23])[cH:24][c:25]([CH:28]([CH3:29])[CH3:30])[cH:26][cH:27]2)[cH:8]1.